This data is from the Open Reaction Database (ORD), a public repository of structured organic reaction records. The task is: describe an organic reaction: reactants, conditions, products, and yield Reactants: C(C(=C)C)(=O)OCCOC(C(=C)C)=O (ethylene glycol dimethacrylate), COC (methyl ether), C1(O)=CC=C(O)C=C1 (hydroquinone). Product: C(C)(C)C1=CC=CC=C1 (isopropyl benzene). As a reaction SMILES: [C:1](OCCOC(=O)C(C)=C)(=O)[C:2](C)=[CH2:3].COC.[C:18]1([CH:25]=[CH:24][C:22](O)=[CH:21][CH:20]=1)O>>[CH:2]([C:18]1[CH:25]=[CH:24][CH:22]=[CH:21][CH:20]=1)([CH3:3])[CH3:1]. Procedure: 68.5 g ethylene glycol dimethacrylate (Aldrich, 98%, 100 ppm methyl ether of hydroquinone (MEHQ)